Dataset: the Open Reaction Database (ORD), a public repository of structured organic reaction records. Task: describe an organic reaction: reactants, conditions, products, and yield The reactants are Cc1ccc(S(=O)(=O)OCCC2CCN(C(=O)OC(C)(C)C)CC2)cc1, CCCC[N+](CCCC)(CCCC)CCCC, CN(C)C=O, CCOC(C)=O, [H-], [I-], [Na+], O, O=C1c2ccccc2C(=O)N1O. Product: CC(C)(C)OC(=O)N1CCC(CCON2C(=O)c3ccccc3C2=O)CC1. Reaction SMILES: [C:15]([CH3:16])([CH3:17])([CH3:18])[O:19][C:20](=[O:21])[N:22]1[CH2:23][CH2:24][CH:25]([CH2:28][CH2:29][O:30][S:31]([c:32]2[cH:33][cH:34][c:35]([CH3:36])[cH:37][cH:38]2)(=[O:39])=[O:40])[CH2:26][CH2:27]1.[CH2:48]([N+:49]([CH2:50][CH2:51][CH2:52][CH3:53])([CH2:54][CH2:55][CH2:56][CH3:57])[CH2:58][CH2:59][CH2:60][CH3:61])[CH2:62][CH2:63][CH3:64].[CH3:42][N:43]([CH3:44])[CH:45]=[O:46].[CH3:65][CH2:66][O:67][C:68](=[O:69])[CH3:70].[H-:1].[I-:47].[Na+:2].[OH2:41].[OH:3][N:4]1[C:5](=[O:14])[c:6]2[c:7]([cH:10][cH:11][cH:12][cH:13]2)[C:8]1=[O:9]>>[O:3]([N:4]1[C:5](=[O:14])[c:6]2[c:7]([cH:10][cH:11][cH:12][cH:13]2)[C:8]1=[O:9])[CH2:29][CH2:28][CH:25]1[CH2:24][CH2:23][N:22]([C:20]([O:19][C:15]([CH3:16])([CH3:17])[CH3:18])=[O:21])[CH2:27][CH2:26]1.